This data is from the Open Reaction Database (ORD), a public repository of structured organic reaction records. The task is: describe an organic reaction: reactants, conditions, products, and yield The reactants are Example 401 ( c ), FC1=CC=C(C=C1)B(O)O (4-fluorobenzeneboronic acid), O1CCOC2=C1C=CC(=C2)NC2=NC=CC(=C2)I ((2,3-dihydro-benzo[1,4]dioxin-6-yl)-(4-iodo-pyridin-2-yl)-amine), Example 401 ( b ). The reagents and catalysts are [Pd].C1(=CC=CC=C1)P(C1=CC=CC=C1)C1=CC=CC=C1.C1(=CC=CC=C1)P(C1=CC=CC=C1)C1=CC=CC=C1.C1(=CC=CC=C1)P(C1=CC=CC=C1)C1=CC=CC=C1.C1(=CC=CC=C1)P(C1=CC=CC=C1)C1=CC=CC=C1 (tetrakis (triphenylphosphine) palladium (0)). The solvent is COCCOC (1,2-dimethoxyethane). Conditions: temperature 150 celsius. Yields the product O1CCOC2=C1C=CC(=C2)NC2=NC=CC(=C2)C2=CC=C(C=C2)F ((2,3-Dihydro-benzo[1,4]dioxin-6-yl)-[4-(4-fluoro-phenyl)-pyridin-2-yl]-amine). As a reaction SMILES: [O:1]1[C:6]2[CH:7]=[CH:8][C:9]([NH:11][C:12]3[CH:17]=[C:16](I)[CH:15]=[CH:14][N:13]=3)=[CH:10][C:5]=2[O:4][CH2:3][CH2:2]1.[F:19][C:20]1[CH:25]=[CH:24][C:23](B(O)O)=[CH:22][CH:21]=1>[Pd].C1(P(C2C=CC=CC=2)C2C=CC=CC=2)C=CC=CC=1.C1(P(C2C=CC=CC=2)C2C=CC=CC=2)C=CC=CC=1.C1(P(C2C=CC=CC=2)C2C=CC=CC=2)C=CC=CC=1.C1(P(C2C=CC=CC=2)C2C=CC=CC=2)C=CC=CC=1.COCCOC>[O:1]1[C:6]2[CH:7]=[CH:8][C:9]([NH:11][C:12]3[CH:17]=[C:16]([C:23]4[CH:24]=[CH:25][C:20]([F:19])=[CH:21][CH:22]=4)[CH:15]=[CH:14][N:13]=3)=[CH:10][C:5]=2[O:4][CH2:3][CH2:2]1 |f:2.3.4.5.6|. Reported procedure: Following the same procedure described for Example 401 (c), the mixture of (2,3-dihydro-benzo[1,4]dioxin-6-yl)-(4-iodo-pyridin-2-yl)-amine (Example 401 (b), 75 mg, 0.2 mmol), tetrakis (triphenylphosphine) palladium (0) (Aldrich Chemical Company) (12 mg, 0.011 mmol), 4-fluorobenzeneboronic acid (Avocado Chemical Company) (35 mg, 0.25 mmol) and 1,2-dimethoxyethane (2 mL) gave, after heated in the Microwave Smith Synthesizer at 150° C. for 10 min and purification on a Biotage 40S column (3:1 hexane... Reactants: C(C1=CC=CC=C1)OC(NC(C)C=1N=C2N(C=CC=N2)C1)=O ((1-imidazo[1,2-a]pyrimidin-2-yl-ethyl)-carbamic acid benzyl ester), C1CC(=O)N(C1=O)I (n-iodosuccinimide). Solvent: O (water), C(C)#N (acetonitrile). Reaction conditions: time 8 hour. Yields the product C(C1=CC=CC=C1)OC(NC(C)C=1N=C2N(C=CC=N2)C1I)=O ([1-(3-iodo-imidazo[1,2-a]pyrimidin-2-yl)-ethyl]-carbamic acid benzyl ester). As a reaction SMILES: [CH2:1]([O:8][C:9](=[O:22])[NH:10][CH:11]([C:13]1[N:14]=[C:15]2[N:20]=[CH:19][CH:18]=[CH:17][N:16]2[CH:21]=1)[CH3:12])[C:2]1[CH:7]=[CH:6][CH:5]=[CH:4][CH:3]=1.C1C(=O)N([I:30])C(=O)C1>C(#N)C.O>[CH2:1]([O:8][C:9](=[O:22])[NH:10][CH:11]([C:13]1[N:14]=[C:15]2[N:20]=[CH:19][CH:18]=[CH:17][N:16]2[C:21]=1[I:30])[CH3:12])[C:2]1[CH:3]=[CH:4][CH:5]=[CH:6][CH:7]=1. Procedure details: To a solution of (1-imidazo[1,2-a]pyrimidin-2-yl-ethyl)-carbamic acid benzyl ester (5.3 g, 17.90 mmol) in acetonitrile (30 mL) was added n-iodosuccinimide (4.0 g, 17.90 mmol) and stirred at rt overnight. After completion of the reaction, the mixture was diluted with water and extracted with EtOAc. The organic layer was washed with satd. sodium bicarbonate solution, dried over sodium sulfate, filtered and concentrated in vacuo. The crude product was purified by column chromatography using silica ... Starting materials: O (water), ClCCCSCC1=CC=NC=C1 (pyrid-4-yl-methyl 3-chloropropyl sulphide), CC(C)([O-])C.[K+] (potassium tert.-butoxide), CN(C)P(=O)(N(C)C)N(C)C (hexamethylphosphorotriamide). Run in C(C)OCC (diethyl ether), O1CCCC1 (tetrahydrofuran), O1CCCC1 (tetrahydrofuran). Conditions: temperature 20 celsius, time 30 minute. Product: N1=CC=C(C=C1)C1SCCC1 (2-(Pyrid-4-yl)-tetrahydrothiophen). The yield is 70.4%. As a reaction SMILES: Cl[CH2:2][CH2:3][CH2:4][S:5][CH2:6][C:7]1[CH:12]=[CH:11][N:10]=[CH:9][CH:8]=1.CC(C)([O-])C.[K+].CN(P(N(C)C)(N(C)C)=O)C.O>O1CCCC1.C(OCC)C>[N:10]1[CH:11]=[CH:12][C:7]([CH:6]2[CH2:2][CH2:3][CH2:4][S:5]2)=[CH:8][CH:9]=1 |f:1.2|. Reported procedure: A solution of pyrid-4-yl-methyl 3-chloropropyl sulphide (81 g) in anhydrous tetrahydrofuran (100 cc) is added dropwise, in the course of 20 minutes and whilst keeping the temperature below 33° C., to a solution of potassium tert.-butoxide (69.5 g) in a mixture of anhydrous hexamethylphosphorotriamide (108 cc) and anhydrous tetrahydrofuran (560 cc). The reaction mixture is then stirred for 1 hour 30 minutes at a temperature of about 20° C.; it is then run into a mixture of distilled water (1000 c... Starting materials: [OH-].[Na+] (sodium hydroxide), COC(=O)[C@]12CN(CC2C(C1)C)C(=O)OCC1=CC=CC=C1 ((R)-6-methyl-3-azabicyclo[3.2.0]heptane-1,3-dicarboxylic acid 3-benzyl ester 1-methyl ester), Cl (hydrochloric acid). The solvent is O1CCCC1 (tetrahydrofuran), CO (methanol). Reaction conditions: time 30 minute. Yields the product C(C1=CC=CC=C1)OC(=O)N1C[C@]2(CC(C2C1)C)C(=O)O ((R)-6-Methyl-3-azabicyclo[3.2.0]heptane-1,3-dicarboxylic acid 3-benzyl ester). As a reaction SMILES: [OH-].[Na+].C[O:4][C:5]([C@:7]12[CH2:13][CH:12]([CH3:14])[CH:11]1[CH2:10][N:9]([C:15]([O:17][CH2:18][C:19]1[CH:24]=[CH:23][CH:22]=[CH:21][CH:20]=1)=[O:16])[CH2:8]2)=[O:6].Cl>O1CCCC1.CO>[CH2:18]([O:17][C:15]([N:9]1[CH2:10][CH:11]2[C@:7]([C:5]([OH:6])=[O:4])([CH2:13][CH:12]2[CH3:14])[CH2:8]1)=[O:16])[C:19]1[CH:24]=[CH:23][CH:22]=[CH:21][CH:20]=1 |f:0.1|. Procedure details: A 1N sodium hydroxide solution (23 mL) was added dropwise to a mixed solution of (R)-6-methyl-3-azabicyclo[3.2.0]heptane-1,3-dicarboxylic acid 3-benzyl ester 1-methyl ester (3.5 g, 11.5 mmol) in tetrahydrofuran (60 mL) and methanol (20 mL) under ice-cooling, and the mixture was stirred for 30 minutes. The reaction solution was neutralized with 1N hydrochloric acid, followed by extraction with ethyl acetate. The extract was dried over magnesium sulfate and filtered. The solvent was evaporated und...